Dataset: the Open Reaction Database (ORD), a public repository of structured organic reaction records. Task: describe an organic reaction: reactants, conditions, products, and yield Reactants: CCCc1sc(C(=O)OC)cc1-c1c(C)cnn1C, [Na+], C1CCOC1, [OH-]. As a reaction SMILES: [CH3:1][n:2]1[n:3][cH:4][c:5]([CH3:19])[c:6]1-[c:7]1[cH:8][c:9]([C:15](=[O:16])[O:17][CH3:18])[s:10][c:11]1[CH2:12][CH2:13][CH3:14].[Na+:21].[O:22]1[CH2:23][CH2:24][CH2:25][CH2:26]1.[OH-:20]>>[CH3:1][n:2]1[n:3][cH:4][c:5]([CH3:19])[c:6]1-[c:7]1[cH:8][c:9]([C:15](=[O:16])[OH:17])[s:10][c:11]1[CH2:12][CH2:13][CH3:14]. Yields the product CCCc1sc(C(=O)O)cc1-c1c(C)cnn1C. Starting materials: [BH4-], CO, O=CC=Cc1ccc([N+](=O)[O-])cc1, [Na+]. The product is O=[N+]([O-])c1ccc(C=CCO)cc1. Reaction SMILES: [BH4-:14].[CH3:16][OH:17].[N+:1](=[O:2])([O-:3])[c:4]1[cH:5][cH:6][c:7]([CH:8]=[CH:9][CH:10]=[O:11])[cH:12][cH:13]1.[Na+:15]>>[N+:1](=[O:2])([O-:3])[c:4]1[cH:5][cH:6][c:7]([CH:8]=[CH:9][CH2:10][OH:11])[cH:12][cH:13]1. Reactants: CC(C)(C)OC(=O)Nc1cc(S)c(C(C)(C)C)cc1NC(=O)OC(C)(C)C, CCOC(C)=O, Cc1ccc(S(=O)(=O)Br)cc1, c1ccncc1. Yields the product Cc1ccc(S(=O)(=O)Sc2cc(NC(=O)OC(C)(C)C)c(NC(=O)OC(C)(C)C)cc2C(C)(C)C)cc1. RXN SMILES: [C:1]([CH3:2])([CH3:3])([CH3:4])[O:5][C:6]([NH:7][c:8]1[c:9]([NH:19][C:20](=[O:21])[O:22][C:23]([CH3:24])([CH3:25])[CH3:26])[cH:10][c:11]([C:15]([CH3:16])([CH3:17])[CH3:18])[c:12]([SH:14])[cH:13]1)=[O:27].[CH3:45][CH2:46][O:47][C:48]([CH3:49])=[O:50].[S:28](=[O:29])(=[O:30])([c:31]1[cH:32][cH:33][c:34]([CH3:35])[cH:36][cH:37]1)[Br:38].[cH:39]1[cH:40][cH:41][n:42][cH:43][cH:44]1>>[C:1]([CH3:2])([CH3:3])([CH3:4])[O:5][C:6]([NH:7][c:8]1[c:9]([NH:19][C:20](=[O:21])[O:22][C:23]([CH3:24])([CH3:25])[CH3:26])[cH:10][c:11]([C:15]([CH3:16])([CH3:17])[CH3:18])[c:12]([S:14][S:28](=[O:29])(=[O:30])[c:31]2[cH:32][cH:33][c:34]([CH3:35])[cH:36][cH:37]2)[cH:13]1)=[O:27]. Reactants: FC(C(=O)N(C1=CN=C(S1)C=1C=NC=CC1)C)(F)F (2,2,2-trifluoro-N-methyl-N-(2-pyridin-3-yl-thiazol-5-yl)-acetamide), ClN1C(CCC1=O)=O (N-chlorosuccinimide), ClN1C(CCC1=O)=O (N-chlorosuccinimide). Run in C(C)#N (acetonitrile). Run at temperature 63 celsius. The product is ClC=1N=C(SC1N(C(C(F)(F)F)=O)C)C=1C=NC=CC1 (N-(4-Chloro-2-pyridin-3-yl-thiazol-5-yl)-2,2,2-trifluoro-N-methyl-acetamide), gum. Yield: 30.0%. RXN SMILES: [F:1][C:2]([F:19])([F:18])[C:3]([N:5]([CH3:17])[C:6]1[S:10][C:9]([C:11]2[CH:12]=[N:13][CH:14]=[CH:15][CH:16]=2)=[N:8][CH:7]=1)=[O:4].[Cl:20]N1C(=O)CCC1=O>C(#N)C>[Cl:20][C:7]1[N:8]=[C:9]([C:11]2[CH:12]=[N:13][CH:14]=[CH:15][CH:16]=2)[S:10][C:6]=1[N:5]([CH3:17])[C:3](=[O:4])[C:2]([F:18])([F:1])[F:19]. Procedure: A suspension of 2,2,2-trifluoro-N-methyl-N-(2-pyridin-3-yl-thiazol-5-yl)-acetamide (1.0 g, 3.5 mmol) and N-chlorosuccinimide (0.557 g, 4.2 mmol) in acetonitrile (30 mL) was heated to 63° C. under nitrogen for 3 h. The reaction mixture was cooled to room temperature and it was treated with additional N-chlorosuccinimide (0.557 g, 4.2 mmol) and heated to 35° C. under nitrogen for 2 h. The reaction mixture was cooled and concentrated under reduced pressure. The residue was redissolved in dichlorome... Starting materials: Cc1ccccc1, O=C(O)c1cccc(F)c1COc1cccc(F)c1, O=S(Cl)Cl. Yields the product O=C1c2ccc(F)cc2OCc2c(F)cccc21. As a reaction SMILES: [CH3:24][c:25]1[cH:26][cH:27][cH:28][cH:29][cH:30]1.[F:1][c:2]1[c:3]([CH2:11][O:12][c:13]2[cH:14][c:15]([F:19])[cH:16][cH:17][cH:18]2)[c:4]([C:5](=[O:6])[OH:7])[cH:8][cH:9][cH:10]1.[S:20]([Cl:21])([Cl:22])=[O:23]>>[F:1][c:2]1[c:3]2[c:4]([cH:8][cH:9][cH:10]1)[C:5](=[O:7])[c:18]1[c:13]([cH:14][c:15]([F:19])[cH:16][cH:17]1)[O:12][CH2:11]2. Starting materials: NC1=C(C(NC(N1CC1=CC(=C(C=C1)OC)OC1CCCC1)=O)=O)NC(C(C)C)=O (6-amino-1-(3-cyclopentyloxy-4-methoxy-benzyl)-5-isobutyrylamino-uracil), [OH-].[Na+] (NaOH). The solvent is O (water). The product is C1(CCCC1)OC=1C=C(CN2C(NC(C=3NC(=NC23)C(C)C)=O)=O)C=CC1OC (3-(3-Cyclopentyloxy-4-methoxy-benzyl)-8-isopropyl-xanthine). Isolated yield 90.8%. Reaction SMILES: [NH2:1][C:2]1[N:7]([CH2:8][C:9]2[CH:14]=[CH:13][C:12]([O:15][CH3:16])=[C:11]([O:17][CH:18]3[CH2:22][CH2:21][CH2:20][CH2:19]3)[CH:10]=2)[C:6](=[O:23])[NH:5][C:4](=[O:24])[C:3]=1[NH:25][C:26](=O)[CH:27]([CH3:29])[CH3:28].[OH-].[Na+]>O>[CH:18]1([O:17][C:11]2[CH:10]=[C:9]([CH:14]=[CH:13][C:12]=2[O:15][CH3:16])[CH2:8][N:7]2[C:2]3[N:1]=[C:26]([CH:27]([CH3:28])[CH3:29])[NH:25][C:3]=3[C:4](=[O:24])[NH:5][C:6]2=[O:23])[CH2:22][CH2:21][CH2:20][CH2:19]1 |f:1.2|. Reported procedure: A mixture of 4.64 g of 6-amino-1-(3-cyclopentyloxy-4-methoxy-benzyl)-5-isobutyrylamino-uracil, 100 ml of water and 50 ml of 1N NaOH was heated under reflux for 1 hour. The solution was filtered, treated with 0.25 g of charcoal, filtered again and neutralized to pH 8. The solid was collected, dried, and recrystallized from THF to give the title compound (4.03 g) as a white solid mp 282-3° C.